This data is from the Open Reaction Database (ORD), a public repository of structured organic reaction records. The task is: describe an organic reaction: reactants, conditions, products, and yield Starting materials: NS(=O)(=O)C=1C=CC(=C(C(=O)O)C1)O (5-(Aminosulfonyl)-2-hydroxybenzoic acid), [Cl-].[Na+] (sodium chloride), N1=CC=CC=C1 (Pyridine), C(C)(=O)Cl (Acetylchloride). Solvent: C(C)#N (acetonitrile), C(C)(=O)OCC (ethyl acetate). Product: O.C(C)(=O)OC1=C(C(=O)O)C=C(C=C1)S(=O)(=O)N.C(C)(=O)OC1=C(C(=O)O)C=C(C=C1)S(=O)(=O)N (2-(Acetyloxy)-5-(aminosulfonyl)benzoic acid hemihydrate). The yield is 65.4%. RXN SMILES: [NH2:1][S:2]([C:5]1[CH:6]=[CH:7][C:8]([OH:14])=[C:9]([CH:13]=1)[C:10]([OH:12])=[O:11])(=[O:4])=[O:3].N1C=CC=CC=1.[C:21](Cl)(=[O:23])[CH3:22].[Cl-].[Na+]>C(#N)C.C(OCC)(=O)C>[OH2:3].[C:21]([O:14][C:8]1[CH:7]=[CH:6][C:5]([S:2]([NH2:1])(=[O:3])=[O:4])=[CH:13][C:9]=1[C:10]([OH:12])=[O:11])(=[O:23])[CH3:22].[C:21]([O:14][C:8]1[CH:7]=[CH:6][C:5]([S:2]([NH2:1])(=[O:3])=[O:4])=[CH:13][C:9]=1[C:10]([OH:12])=[O:11])(=[O:23])[CH3:22] |f:3.4,7.8.9|. Reported procedure: 5-(Aminosulfonyl)-2-hydroxybenzoic acid (9.35 g, 0.043 mole) was suspended in 50 ml acetonitrile. Pyridine (4.04 ml, 0.05 mole) was added with stirring. The resulting solution was chilled in an ice bath. Acetylchloride (3.63 ml, 0.05 mole) was added dropwise in two minutes and the reaction mixture was stirred at room temperature for four hours. To the reaction mixture was added about 50 ml each of ethyl acetate and sodium chloride solution. The organic layer was separated and extracted once more... Reactants: CCCCCC, OCCOc1ccc(Oc2cc(F)cc(F)c2)cc1, BrP(Br)Br. Product: Fc1cc(F)cc(Oc2ccc(OCCBr)cc2)c1. As a reaction SMILES: [CH3:24][CH2:25][CH2:26][CH2:27][CH2:28][CH3:29].[F:1][c:2]1[cH:3][c:4]([O:5][c:6]2[cH:7][cH:8][c:9]([O:10][CH2:11][CH2:12][OH:13])[cH:14][cH:15]2)[cH:16][c:17]([F:19])[cH:18]1.[P:20]([Br:21])([Br:22])[Br:23]>>[F:1][c:2]1[cH:3][c:4]([O:5][c:6]2[cH:7][cH:8][c:9]([O:10][CH2:11][CH2:12][Br:21])[cH:14][cH:15]2)[cH:16][c:17]([F:19])[cH:18]1. Reactants: COC(=O)COc1cccc2c1c(C(=O)C(N)=O)c(C1CC1)n2Cc1ccccc1-c1ccccc1, CO, [Na+], [OH-]. Product: NC(=O)C(=O)c1c(C2CC2)n(Cc2ccccc2-c2ccccc2)c2cccc(OCC(=O)O)c12. RXN SMILES: [CH3:1][O:2][C:3]([CH2:4][O:5][c:6]1[c:7]2[c:8]([C:31]([C:32](=[O:33])[NH2:34])=[O:35])[c:9]([CH:28]3[CH2:29][CH2:30]3)[n:10]([CH2:15][c:16]3[c:17](-[c:22]4[cH:23][cH:24][cH:25][cH:26][cH:27]4)[cH:18][cH:19][cH:20][cH:21]3)[c:11]2[cH:12][cH:13][cH:14]1)=[O:36].[CH3:39][OH:40].[Na+:38].[OH-:37]>>[O:2]=[C:3]([CH2:4][O:5][c:6]1[c:7]2[c:8]([C:31]([C:32](=[O:33])[NH2:34])=[O:35])[c:9]([CH:28]3[CH2:29][CH2:30]3)[n:10]([CH2:15][c:16]3[c:17](-[c:22]4[cH:23][cH:24][cH:25][cH:26][cH:27]4)[cH:18][cH:19][cH:20][cH:21]3)[c:11]2[cH:12][cH:13][cH:14]1)[OH:36]. Starting materials: CC(=O)O, COc1ccc(Cn2c(=O)n(C3CCC(O)CC3)c3ncc(C#N)cc32)cc1Cl, CCOC(=O)N=NC(=O)OCC, C1CCOC1, c1ccc(P(c2ccccc2)c2ccccc2)cc1. The product is COc1ccc(Cn2c(=O)n(C3CCC(OC(C)=O)CC3)c3ncc(C#N)cc32)cc1Cl. RXN SMILES: [CH3:30][C:31]([OH:32])=[O:33].[Cl:1][c:2]1[cH:3][c:4]([CH2:5][n:6]2[c:7](=[O:24])[n:8]([CH:17]3[CH2:18][CH2:19][CH:20]([OH:23])[CH2:21][CH2:22]3)[c:9]3[n:10][cH:11][c:12]([C:15]#[N:16])[cH:13][c:14]23)[cH:25][cH:26][c:27]1[O:28][CH3:29].[O:34]=[C:35]([O:36][CH2:37][CH3:38])[N:39]=[N:40][C:41]([O:42][CH2:43][CH3:44])=[O:45].[O:65]1[CH2:66][CH2:67][CH2:68][CH2:69]1.[c:46]1([P:47]([c:48]2[cH:49][cH:50][cH:51][cH:52][cH:53]2)[c:54]2[cH:55][cH:56][cH:57][cH:58][cH:59]2)[cH:60][cH:61][cH:62][cH:63][cH:64]1>>[Cl:1][c:2]1[cH:3][c:4]([CH2:5][n:6]2[c:7](=[O:24])[n:8]([CH:17]3[CH2:18][CH2:19][CH:20]([O:23][C:31]([CH3:30])=[O:32])[CH2:21][CH2:22]3)[c:9]3[n:10][cH:11][c:12]([C:15]#[N:16])[cH:13][c:14]23)[cH:25][cH:26][c:27]1[O:28][CH3:29]. The reactants are CC(=O)O, O=c1c2c([nH]n1-c1ccc(Cl)cc1)-c1ccccc1SC2, OO. The product is O=c1c2c([nH]n1-c1ccc(Cl)cc1)-c1ccccc1S(=O)C2. Reaction SMILES: [CH3:24][C:25](=[O:26])[OH:27].[Cl:1][c:2]1[cH:3][cH:4][c:5](-[n:8]2[nH:9][c:10]3[c:11]([c:12]2=[O:13])[CH2:14][S:15][c:16]2[c:17]-3[cH:18][cH:19][cH:20][cH:21]2)[cH:6][cH:7]1.[OH:22][OH:23]>>[Cl:1][c:2]1[cH:3][cH:4][c:5](-[n:8]2[nH:9][c:10]3[c:11]([c:12]2=[O:13])[CH2:14][S:15](=[O:22])[c:16]2[c:17]-3[cH:18][cH:19][cH:20][cH:21]2)[cH:6][cH:7]1. Starting materials: ClC1=NC2=C(N1)C=CC(=C2)Cl (2,5-dichloro-1H-benzoimidazole), ClC=1C=NC=C(C1N1CCNCC1)Cl (1-(3,5-dichloropyridin-4-yl)piperazine). Yields the product ClC=1C=CC2=C(NC(=N2)N2CCN(CC2)C2=C(C=NC=C2Cl)Cl)C1 (6-Chloro-2-[4-(3,5-dichloropyridin-4-yl)piperazin-1-yl]-1H-benzoimidazole). RXN SMILES: Cl[C:2]1[NH:6][C:5]2[CH:7]=[CH:8][C:9]([Cl:11])=[CH:10][C:4]=2[N:3]=1.[Cl:12][C:13]1[CH:14]=[N:15][CH:16]=[C:17]([Cl:25])[C:18]=1[N:19]1[CH2:24][CH2:23][NH:22][CH2:21][CH2:20]1>>[Cl:11][C:9]1[CH:8]=[CH:7][C:5]2[N:6]=[C:2]([N:22]3[CH2:23][CH2:24][N:19]([C:18]4[C:17]([Cl:25])=[CH:16][N:15]=[CH:14][C:13]=4[Cl:12])[CH2:20][CH2:21]3)[NH:3][C:4]=2[CH:10]=1. Reported procedure: The 2,5-dichloro-1H-benzoimidazole (0.37 g, 1.98 mmol, Example 20b) and 1-(3,5-dichloropyridin-4-yl)piperazine (0.46 g, 1.98 mmol, Maybridge) reacted under the conditions of Example 3c to give the title compound as a white solid. M.p. 258-260° C. MS (ESI, pos. ion) m/z: 382 (M+1).